Dataset: the Open Reaction Database (ORD), a public repository of structured organic reaction records. Task: describe an organic reaction: reactants, conditions, products, and yield Reported procedure: To a suspended CH2Cl2 (2 ml) solution of 1-ethyl-2-iodoquinolinium iodide (493 mg, 1.2 mmol) was added a mixture of benzyl alcohol (108 mg, 1.0 mmol), phenylacetic acid (136 mg, 1.0 mmol) and tri-n-butylamine (444 mg, 2.4 mmol) in CH2Cl2 (2 ml), and the resulting mixture was refluxed for 3 hours. After evaporation of the solvent, the residue was separated by silica gel column chromatography, and benzyl phenylacetate was isolated in 95% yield. Solvent: C(Cl)Cl (CH2Cl2), C(Cl)Cl (CH2Cl2). Product: C1(=CC=CC=C1)CC(=O)OCC1=CC=CC=C1 (benzyl phenylacetate). Isolated yield 95.0%. As a reaction SMILES: [I-].C([N+]1C2C(=CC=CC=2)C=CC=1I)C.[CH2:15]([OH:22])[C:16]1[CH:21]=[CH:20][CH:19]=[CH:18][CH:17]=1.[C:23]1([CH2:29][C:30](O)=[O:31])[CH:28]=[CH:27][CH:26]=[CH:25][CH:24]=1.C(N(CCCC)CCCC)CCC>C(Cl)Cl>[C:23]1([CH2:29][C:30]([O:22][CH2:15][C:16]2[CH:21]=[CH:20][CH:19]=[CH:18][CH:17]=2)=[O:31])[CH:28]=[CH:27][CH:26]=[CH:25][CH:24]=1 |f:0.1|. Starting materials: C(C1=CC=CC=C1)O (benzyl alcohol), C1(=CC=CC=C1)CC(=O)O (phenylacetic acid), C(CCC)N(CCCC)CCCC (tri-n-butylamine), [I-].C(C)[N+]1=C(C=CC2=CC=CC=C12)I (1-ethyl-2-iodoquinolinium iodide). The reactants are O=C(Cl)c1ccoc1, Nc1nc2cccc(-c3ccoc3)n2n1. The product is O=C(Nc1nc2cccc(-c3ccoc3)n2n1)c1ccoc1. Reaction SMILES: [o:16]1[cH:17][c:18]([C:21](=[O:22])[Cl:23])[cH:19][cH:20]1.[o:1]1[cH:2][c:3](-[c:6]2[cH:7][cH:8][cH:9][c:10]3[n:11]2[n:12][c:13]([NH2:15])[n:14]3)[cH:4][cH:5]1>>[o:1]1[cH:2][c:3](-[c:6]2[cH:7][cH:8][cH:9][c:10]3[n:11]2[n:12][c:13]([NH:15][C:21]([c:18]2[cH:17][o:16][cH:20][cH:19]2)=[O:22])[n:14]3)[cH:4][cH:5]1. Solvent: C(C)O (ethanol). The reactants are C1(=CC=CC=C1)C(OC1CCN(CC1)CCCC(C1=CC=C(C=C1)C(C)(C)C)=O)C1=CC=CC=C1 (4-diphenylmethoxy-1[3-(4-tert-butylbenzoyl)propyl]-piperidine), [BH4-].[Na+] (sodium borohydride). Reported procedure: To a solution of 4-diphenylmethoxy-1[3-(4-tert-butylbenzoyl)propyl]-piperidine (4.7 g; 0.01 mol) in ethanol (80 ml), sodium borohydride (0.4 g; 0.0105 moles) was added, and the mixture was boiled under reflux for 1.5 hours. Then the solvent was removed in vacuo and the residue dissolved in methylene chloride. The resulting solution was washed with water, dried (Na2SO4) and the solvent removed in vacuo to give an oil, which was crystallized on treatment with petroleum ether (b.p. 50°-70° C.). 4-D... Reaction SMILES: [C:1]1([CH:7]([C:30]2[CH:35]=[CH:34][CH:33]=[CH:32][CH:31]=2)[O:8][CH:9]2[CH2:14][CH2:13][N:12]([CH2:15][CH2:16][CH2:17][C:18](=[O:29])[C:19]3[CH:24]=[CH:23][C:22]([C:25]([CH3:28])([CH3:27])[CH3:26])=[CH:21][CH:20]=3)[CH2:11][CH2:10]2)[CH:6]=[CH:5][CH:4]=[CH:3][CH:2]=1.[BH4-].[Na+]>C(O)C>[C:30]1([CH:7]([C:1]2[CH:2]=[CH:3][CH:4]=[CH:5][CH:6]=2)[O:8][CH:9]2[CH2:14][CH2:13][N:12]([CH2:15][CH2:16][CH2:17][CH:18]([C:19]3[CH:20]=[CH:21][C:22]([C:25]([CH3:26])([CH3:27])[CH3:28])=[CH:23][CH:24]=3)[OH:29])[CH2:11][CH2:10]2)[CH:31]=[CH:32][CH:33]=[CH:34][CH:35]=1 |f:1.2|. The yield is 80.6%. The product is C1(=CC=CC=C1)C(OC1CCN(CC1)CCCC(O)C1=CC=C(C=C1)C(C)(C)C)C1=CC=CC=C1 (4-Diphenylmethoxy-α(-4-tert-butylphenyl)-1-piperidinebutanol). The reactants are Cc1ccc([N+](=O)[O-])cc1N=C=S, COC(=O)C(N)CC(C)C, NCCO, CC(C)CC(N)CO. Yields the product Cc1ccc([N+](=O)[O-])cc1N=C1NC(CC(C)C)CS1. RXN SMILES: [CH3:23][c:24]1[c:25]([N:33]=[C:34]=[S:35])[cH:26][c:27]([N+:30](=[O:31])[O-:32])[cH:28][cH:29]1.[CH3:9][O:10][C:11](=[O:12])[CH:13]([CH2:14][CH:15]([CH3:16])[CH3:17])[NH2:18].[OH:19][CH2:20][CH2:21][NH2:22].[OH:1][CH2:2][CH:3]([CH2:4][CH:5]([CH3:6])[CH3:7])[NH2:8]>>[CH2:2]1[CH:3]([CH2:4][CH:5]([CH3:6])[CH3:7])[NH:8][C:34](=[N:33][c:25]2[c:24]([CH3:23])[cH:29][cH:28][c:27]([N+:30](=[O:31])[O-:32])[cH:26]2)[S:35]1. Starting materials: C12(CC3CC(CC(C1)C3)C2)C=2C=C(C=CC2O)C2=CC=C(/C=C/C(=O)O)C=C2 (E-4-(3-(1-adamantyl)-4-hydroxyphenyl)cinnamic acid), O.OC1=CC=CC=2NN=NC21 (hydroxybenzotriazole hydrate), Cl.CN(CCCN=C=NCC)C (1-(3-dimethylaminopropyl)-3-ethyl-carbodiimide hydrochloride), Cl.NO (hydroxylamine hydrochloride), TEA. Run in CN(C)C=O (DMF). Run at time 4 hour. The product is C12(CC3CC(CC(C1)C3)C2)C=2C=C(C=CC2O)C2=CC=C(C=C2)/C=C/C(=O)NO (E-3-[3′-(1-adamantyl)-4′-hydroxy-biphenyl-4-yl]-N-hydroxy-acrylamide). Isolated yield 45.7%. RXN SMILES: [C:1]12([C:11]3[CH:12]=[C:13]([C:18]4[CH:28]=[CH:27][C:21](/[CH:22]=[CH:23]/[C:24](O)=[O:25])=[CH:20][CH:19]=4)[CH:14]=[CH:15][C:16]=3[OH:17])[CH2:10][CH:5]3[CH2:6][CH:7]([CH2:9][CH:3]([CH2:4]3)[CH2:2]1)[CH2:8]2.[OH2:29].OC1C2N=NNC=2C=CC=1.Cl.CN(C)CCCN=C=NCC.Cl.[NH2:53]O>CN(C=O)C>[C:1]12([C:11]3[CH:12]=[C:13]([C:18]4[CH:28]=[CH:27][C:21](/[CH:22]=[CH:23]/[C:24]([NH:53][OH:29])=[O:25])=[CH:20][CH:19]=4)[CH:14]=[CH:15][C:16]=3[OH:17])[CH2:10][CH:5]3[CH2:6][CH:7]([CH2:9][CH:3]([CH2:4]3)[CH2:2]1)[CH2:8]2 |f:1.2,3.4,5.6|. Procedure details: To a solution of E-4-(3-(1-adamantyl)-4-hydroxyphenyl)cinnamic acid (2 g, 5.34 mmol) in 80 ml of DMF were added hydroxybenzotriazole hydrate (866 mg, 5.34 mmol) and 1-(3-dimethylaminopropyl)-3-ethyl-carbodiimide hydrochloride (1130 mg, 6.94 mmol). The mixture was stirred at room temperature for 4 h. After addition of hydroxylamine hydrochloride (1856 mg, 26.7 mmol), followed by 3.7 ml (26.7 mmol) of TEA, the mixture was stirred at room temperature overnight. DMF was removed under reduced pressur... Starting materials: [N+](=O)([O-])C1=CC=C(OCCCCCC(=O)OCCOCCOC(CCCCCOC2=CC=C(C=C2)[N+](=O)[O-])=O)C=C1 (6-(4-Nitrophenoxy)-hexanoic acid 2-{2-[6-(4-nitrophenoxy)-hexanoyloxy]-ethoxy}-ethyl ester). Reagents/catalysts: [Pd] (Palladium on carbon). Run in C(C)(=O)OCC (ethyl acetate). Conditions: time 1.5 hour. Product: NC1=CC=C(OCCCCCC(=O)OCCOCCOC(CCCCCOC2=CC=C(C=C2)N)=O)C=C1 (6-(4-aminophenoxy)-hexanoic acid 2-{2-[6-(4-aminophenoxy)-hexanoyloxy]-ethoxy}-ethyl ester). Isolated yield 55.8%. RXN SMILES: [N+:1]([C:4]1[CH:41]=[CH:40][C:7]([O:8][CH2:9][CH2:10][CH2:11][CH2:12][CH2:13][C:14]([O:16][CH2:17][CH2:18][O:19][CH2:20][CH2:21][O:22][C:23](=[O:39])[CH2:24][CH2:25][CH2:26][CH2:27][CH2:28][O:29][C:30]2[CH:35]=[CH:34][C:33]([N+:36]([O-])=O)=[CH:32][CH:31]=2)=[O:15])=[CH:6][CH:5]=1)([O-])=O>C(OCC)(=O)C.[Pd]>[NH2:36][C:33]1[CH:32]=[CH:31][C:30]([O:29][CH2:28][CH2:27][CH2:26][CH2:25][CH2:24][C:23]([O:22][CH2:21][CH2:20][O:19][CH2:18][CH2:17][O:16][C:14](=[O:15])[CH2:13][CH2:12][CH2:11][CH2:10][CH2:9][O:8][C:7]2[CH:6]=[CH:5][C:4]([NH2:1])=[CH:41][CH:40]=2)=[O:39])=[CH:35][CH:34]=1. Procedure details: 6-(4-Nitrophenoxy)-hexanoic acid 2-{2-[6-(4-nitrophenoxy)-hexanoyloxy]-ethoxy}-ethyl ester (12 g) was dissolved in ethyl acetate (200 ml) in a pressure vessel. 5% Palladium on carbon (50% wet, 3 g) was added and the mixture was stirred under an atmosphere of hydrogen (5 Kg) for 1.5 hours. The catalyst was removed by filtration, and the solvent was distilled off under reduced pressure to obtain the crude product which self crystallized over a period of time in the cold. The final product was slur... Reactants: OC1=NC(=CC=2N1N=C(N2)C(=O)OCC)C2=CC=C(C=C2)C(F)(F)F (Ethyl 5-hydroxy-7-[4-(trifluoromethyl)phenyl][1,2,4]triazolo[1,5-c]pyrimidine-2-carboxylate), P(=O)(Cl)(Cl)Cl (phosphoryl chloride). Reagents/catalysts: [Cl-].C(C1=CC=CC=C1)[N+](CC)(CC)CC (benzyltriethylammonium chloride). Solvent: C([O-])(O)=O.[Na+] (sodium bicarbonate), C([O-])(O)=O.[Na+] (sodium bicarbonate). Run at temperature 120 celsius, time 20 hour. The product is ClC1=NC(=CC=2N1N=C(N2)C(=O)OCC)C2=CC=C(C=C2)C(F)(F)F (Ethyl 5-chloro-7-[4-(trifluoromethyl)phenyl][1,2,4]triazolo[1,5-c]pyrimidine-2-carboxylate). As a reaction SMILES: O[C:2]1[N:7]2[N:8]=[C:9]([C:11]([O:13][CH2:14][CH3:15])=[O:12])[N:10]=[C:6]2[CH:5]=[C:4]([C:16]2[CH:21]=[CH:20][C:19]([C:22]([F:25])([F:24])[F:23])=[CH:18][CH:17]=2)[N:3]=1.P(Cl)(Cl)([Cl:28])=O>[Cl-].C([N+](CC)(CC)CC)C1C=CC=CC=1.C(=O)(O)[O-].[Na+]>[Cl:28][C:2]1[N:7]2[N:8]=[C:9]([C:11]([O:13][CH2:14][CH3:15])=[O:12])[N:10]=[C:6]2[CH:5]=[C:4]([C:16]2[CH:21]=[CH:20][C:19]([C:22]([F:25])([F:24])[F:23])=[CH:18][CH:17]=2)[N:3]=1 |f:2.3,4.5|. Procedure details: 2300 mg (6.5 mmol) of ethyl 5-hydroxy-7-[4-(trifluoromethyl)phenyl][1,2,4]triazolo-[1,5-c]pyrimidine-2-carboxylate (Example 133A) are introduced into phosphoryl chloride (30 ml), 5.95 g (26.1 mmol) of benzyltriethylammonium chloride are added, and the reaction mixture is stirred at 120° C. for 20 h. The reaction mixture is slowly poured, while stirring vigorously, into saturated sodium bicarbonate solution (200 ml) and ice, and solid sodium bicarbonate (approx. 20 g) is added until a pH of 8 is ... As a reaction SMILES: [Cl:1][c:2]1[c:3]([CH:8]([N:9]2[C:10](=[O:11])[c:12]3[c:13]([cH:14][cH:15][cH:16][cH:17]3)[C:18]2=[O:19])[c:20]2[cH:21][cH:22][c:23]([O:26][c:27]3[cH:28][cH:29][cH:30][cH:31][cH:32]3)[cH:24][cH:25]2)[n:4][cH:5][cH:6][n:7]1.[Cl:35][CH2:36][Cl:37].[NH2:33][NH2:34]>>[Cl:1][c:2]1[c:3]([CH:8]([NH2:9])[c:20]2[cH:21][cH:22][c:23]([O:26][c:27]3[cH:28][cH:29][cH:30][cH:31][cH:32]3)[cH:24][cH:25]2)[n:4][cH:5][cH:6][n:7]1. Yields the product NC(c1ccc(Oc2ccccc2)cc1)c1nccnc1Cl. The reactants are O=C1c2ccccc2C(=O)N1C(c1ccc(Oc2ccccc2)cc1)c1nccnc1Cl, ClCCl, NN.